This data is from the Open Reaction Database (ORD), a public repository of structured organic reaction records. The task is: describe an organic reaction: reactants, conditions, products, and yield Reaction SMILES: [CH2:1]([c:2]1[cH:3][cH:4][cH:5][cH:6][cH:7]1)[O:8][C:9](=[O:10])[N:11]1[C:12]([CH3:27])([CH3:28])[O:13][CH2:14][CH:15]1[CH2:16][CH2:17][N:18]1[CH2:19][CH:20]([OH:26])[C:21]2([CH2:22][CH2:23]2)[CH2:24][CH2:25]1.[CH3:30][OH:31].[OH2:29]>>[CH2:1]([c:2]1[cH:3][cH:4][cH:5][cH:6][cH:7]1)[O:8][C:9](=[O:10])[NH:11][CH:15]([CH2:14][OH:13])[CH2:16][CH2:17][N:18]1[CH2:19][CH:20]([OH:26])[C:21]2([CH2:22][CH2:23]2)[CH2:24][CH2:25]1. The product is O=C(NC(CO)CCN1CCC2(CC2)C(O)C1)OCc1ccccc1. Reactants: CC1(C)OCC(CCN2CCC3(CC3)C(O)C2)N1C(=O)OCc1ccccc1, CO, O. The reactants are Cl.CS(=O)(=O)NC1=CC=C(C(=O)C2CCNCC2)C=C1 (4-[4-methylsulfonylaminobenzoyl)piperidine hydrochloride), 2-[(4-(methylsulfonyamino)phenoxy)-methyl]oxirane, C(=O)([O-])[O-].[K+].[K+] (K2CO3). The solvent is C(C)O (ethanol). Run at time 24 hour. The product is OC(COC1=CC=C(C=C1)NS(=O)(=O)C)CN1CCC(CC1)C(C1=CC=C(C=C1)NS(=O)(=O)C)=O (N-[4-[2-Hydroxy-3-[4-[4-[(methylsulfonyl)amino]benzoyl]-1-piperidinyl]propoxyl]phenyl]methanesulfonamide). The yield is 155.8%. RXN SMILES: Cl.[CH3:2][S:3]([NH:6][C:7]1[CH:20]=[CH:19][C:10]([C:11]([CH:13]2[CH2:18][CH2:17][NH:16][CH2:15][CH2:14]2)=[O:12])=[CH:9][CH:8]=1)(=[O:5])=[O:4].[C:21]([O-:24])([O-])=O.[K+].[K+]>C(O)C>[OH:12][CH:11]([CH2:13][N:16]1[CH2:17][CH2:18][CH:13]([C:11](=[O:12])[C:10]2[CH:9]=[CH:8][C:7]([NH:6][S:3]([CH3:2])(=[O:4])=[O:5])=[CH:20][CH:19]=2)[CH2:14][CH2:15]1)[CH2:10][O:24][C:21]1[CH:19]=[CH:20][C:7]([NH:6][S:3]([CH3:2])(=[O:5])=[O:4])=[CH:8][CH:9]=1 |f:0.1,2.3.4|. Reported procedure: A stirred solution of 4-[4-methylsulfonylaminobenzoyl)piperidine hydrochloride (2.25 g, 7.06 mmol), 2-[(4-(methylsulfonyamino)phenoxy)-methyl]oxirane (U.S. Pat. No. 4,994,459, 1.73 g, 7.06 mmol) and K2CO3 (0.98 g, 7.06 mmol) in ethanol (40 mL) was heated at 90° C. for 24 hours and then at 25° C. for an additional 24 hours. The mixture was concentrated and the residue was partitioned between aqueous 10% NaHCO3 and 4:1 CH2Cl2 /isopropanol. The organic phase was dried and concentrated to afford 2.8... Reactants: CC1=C(C(=CC(=C1)B1OC(C(O1)(C)C)(C)C)N)N (3-Methyl-5-(4,4,5,5-tetramethyl-1,3,2-dioxaborolan-2-yl)benzene-1,2-diamine), BrC1=CN=C2C(=N1)N(C(CN2)=O)CC2CCOCC2 (7-bromo-1-((tetrahydro-2H-pyran-4-yl)methyl)-3,4-dihydropyrazino[2,3-b]pyrazin-2(1H)-one), ClCCl (dichloromethane), C([O-])([O-])=O.[Na+].[Na+] (sodium carbonate). The reagents and catalysts are C1=CC=C(C=C1)P([C-]2C=CC=C2)C3=CC=CC=C3.C1=CC=C(C=C1)P([C-]2C=CC=C2)C3=CC=CC=C3.Cl[Pd]Cl.[Fe+2] ([1,1′-bis(diphenylphosphino)-ferrocene]dichloropalladium(II)). The solvent is C(C)(C)O (isopropanol), O1CCOCC1 (1,4-dioxane). Conditions: temperature 100 celsius. The product is NC=1C=C(C=C(C1N)C)C1=CN=C2C(=N1)N(C(CN2)=O)CC2CCOCC2 (7-(3,4-Diamino-5-methylphenyl)-1-((tetrahydro-2H-pyran-4-yl)methyl)-3,4-dihydropyrazino[2,3-b]pyrazin-2(1H)-one). The yield is 99.1%. As a reaction SMILES: [CH3:1][C:2]1[CH:7]=[C:6](B2OC(C)(C)C(C)(C)O2)[CH:5]=[C:4]([NH2:17])[C:3]=1[NH2:18].Br[C:20]1[N:25]=[C:24]2[N:26]([CH2:31][CH:32]3[CH2:37][CH2:36][O:35][CH2:34][CH2:33]3)[C:27](=[O:30])[CH2:28][NH:29][C:23]2=[N:22][CH:21]=1.ClCCl.C(=O)([O-])[O-].[Na+].[Na+]>C1C=CC(P(C2C=CC=CC=2)[C-]2C=CC=C2)=CC=1.C1C=CC(P(C2C=CC=CC=2)[C-]2C=CC=C2)=CC=1.Cl[Pd]Cl.[Fe+2].C(O)(C)C.O1CCOCC1>[NH2:17][C:4]1[CH:5]=[C:6]([C:20]2[N:25]=[C:24]3[N:26]([CH2:31][CH:32]4[CH2:37][CH2:36][O:35][CH2:34][CH2:33]4)[C:27](=[O:30])[CH2:28][NH:29][C:23]3=[N:22][CH:21]=2)[CH:7]=[C:2]([CH3:1])[C:3]=1[NH2:18] |f:3.4.5,6.7.8.9|. Procedure details: 3-Methyl-5-(4,4,5,5-tetramethyl-1,3,2-dioxaborolan-2-yl)benzene-1,2-diamine (0.523 g, 2.109 mmol), 7-bromo-1-((tetrahydro-2H-pyran-4-yl)methyl)-3,4-dihydropyrazino[2,3-b]pyrazin-2(1H)-one (0.600 g, 1.834 mmol), [1,1′-bis(diphenylphosphino)-ferrocene]dichloropalladium(II), complex with dichloromethane (1:1) (0.150 g, 0.183 mmol), sodium carbonate (1 M in water, 5.50 mmol), 1,4-dioxane (4.1 mL) and isopropanol (1.4 mL) were combined in a sealable vessel with a stirbar. The system was purged with n... The reactants are CC(C)(C)[Si](C)(C)Cl, C#CC(O)CC(C)C, CCOC(C)=O, [Cl-], [NH4+], CN(C)C=O, c1c[nH]cn1. Product: C#CC(CC(C)C)O[Si](C)(C)C(C)(C)C. RXN SMILES: [C:14]([CH3:15])([CH3:16])([CH3:17])[Si:18]([CH3:19])([CH3:20])[Cl:21].[CH3:1][CH:2]([CH2:3][CH:4]([C:5]#[CH:6])[OH:7])[CH3:8].[CH3:29][CH2:30][O:31][C:32]([CH3:33])=[O:34].[Cl-:22].[NH4+:23].[O:24]=[CH:25][N:26]([CH3:27])[CH3:28].[nH:9]1[cH:10][cH:11][n:12][cH:13]1>>[CH3:1][CH:2]([CH2:3][CH:4]([C:5]#[CH:6])[O:7][Si:18]([C:14]([CH3:15])([CH3:16])[CH3:17])([CH3:19])[CH3:20])[CH3:8]. Starting materials: C1(=CC=C(C=C1)S(=O)(=O)O)C (Toluene-4-sulfonic acid), CC1=CC=C(C=C1)S(=O)(=O)OCCC=1SC2=C(C1)C=C(C=C2)Br (2-(5-bromo-1-benzothien-2-yl)ethyl 4-methylbenzenesulfonate), C(=O)([O-])[O-].[K+].[K+] (K2CO3), C[C@H]1NCCC1 ((2R)-2-methylpyrrolidine), C(C)#N (acetonitrile). Run at temperature 55 celsius. Product: BrC=1C=CC2=C(C=C(S2)CCN2[C@@H](CCC2)C)C1 ((2R)-1-[2-(5-bromo-1-benzothien-2-yl)ethyl]-2-methylpyrrolidine). The yield is 73.3%. RXN SMILES: C1(C)C=CC(S(O)(=O)=O)=CC=1.CC1C=CC(S(O[CH2:23][CH2:24][C:25]2[S:26][C:27]3[CH:33]=[CH:32][C:31]([Br:34])=[CH:30][C:28]=3[CH:29]=2)(=O)=O)=CC=1.C([O-])([O-])=O.[K+].[K+].[CH3:41][C@@H:42]1[CH2:46][CH2:45][CH2:44][NH:43]1.C(#N)C>>[Br:34][C:31]1[CH:32]=[CH:33][C:27]2[S:26][C:25]([CH2:24][CH2:23][N:43]3[CH2:44][CH2:45][CH2:46][C@H:42]3[CH3:41])=[CH:29][C:28]=2[CH:30]=1 |f:2.3.4|. Procedure: Toluene-4-sulfonic acid, the product from Example 165D (0.45 g), and K2CO3 (0.23 g, 1.5 eq) was treated with a solution of (2R)-2-methylpyrrolidine solution in acetonitrile (11.1 g, 12.6 mg/g of solution, 1.5 eq). The mixture was heated at 55° C. for 24 hours, allowed to cool to room temperature, and concentrated under reduced pressure. The residue was dissolved in 30 mL EtOAc, washed with 2×10 mL water, concentrated, and the residue was purified by column chromatography (silica gel, 10:90 MeOH:... The reactants are CC(C)N(C(=O)c1ccc2c(c1)N(CCNC(=O)OCc1ccccc1)C(=O)C2(C)C)C1CCCN(C(=O)OC(C)(C)C)C1, CO. Product: CC(C)N(C(=O)c1ccc2c(c1)N(CCN)C(=O)C2(C)C)C1CCCN(C(=O)OC(C)(C)C)C1. RXN SMILES: [CH2:1]([O:2][C:3](=[O:4])[NH:11][CH2:12][CH2:13][N:14]1[C:15](=[O:44])[C:16]([CH3:42])([CH3:43])[c:17]2[cH:18][cH:19][c:20]([C:23](=[O:24])[N:25]([CH:26]3[CH2:27][N:28]([C:32](=[O:33])[O:34][C:35]([CH3:36])([CH3:37])[CH3:38])[CH2:29][CH2:30][CH2:31]3)[CH:39]([CH3:40])[CH3:41])[cH:21][c:22]21)[c:5]1[cH:6][cH:7][cH:8][cH:9][cH:10]1.[CH3:45][OH:46]>>[NH2:11][CH2:12][CH2:13][N:14]1[C:15](=[O:44])[C:16]([CH3:42])([CH3:43])[c:17]2[cH:18][cH:19][c:20]([C:23](=[O:24])[N:25]([CH:26]3[CH2:27][N:28]([C:32](=[O:33])[O:34][C:35]([CH3:36])([CH3:37])[CH3:38])[CH2:29][CH2:30][CH2:31]3)[CH:39]([CH3:40])[CH3:41])[cH:21][c:22]21.